Dataset: the Open Reaction Database (ORD), a public repository of structured organic reaction records. Task: describe an organic reaction: reactants, conditions, products, and yield Reactants: FC=1C=C(C=CC1[C@@H](C)NC(=O)C1(CC1)NC(C(F)(F)F)=O)C1=C(C(=CC=C1)F)O (N-[(1R)-1-(3,3′-difluoro-2′-hydroxy-1,1′-biphenyl-4-yl)ethyl]-1-[(trifluoroacetyl)amino]cyclopropanecarboxamide), ClN1C(CCC1=O)=O (N-chlorosuccinimide). Run in C(C)(=O)O (acetic acid). The product is ClC=1C=C(C(=C(C1)C1=CC(=C(C=C1)[C@@H](C)NC(=O)C1(CC1)NC(C(F)(F)F)=O)F)O)F (N-[(1R)-1-(5′-chloro-3,3′-difluoro-2′-hydroxy-1,1′-biphenyl-4-yl)ethyl]-1-[(trifluoroacetyl)amino]cyclopropanecarboxamide). Reaction SMILES: [F:1][C:2]1[CH:3]=[C:4]([C:23]2[CH:28]=[CH:27][CH:26]=[C:25]([F:29])[C:24]=2[OH:30])[CH:5]=[CH:6][C:7]=1[C@H:8]([NH:10][C:11]([C:13]1([NH:16][C:17](=[O:22])[C:18]([F:21])([F:20])[F:19])[CH2:15][CH2:14]1)=[O:12])[CH3:9].[Cl:31]N1C(=O)CCC1=O>C(O)(=O)C>[Cl:31][C:27]1[CH:26]=[C:25]([F:29])[C:24]([OH:30])=[C:23]([C:4]2[CH:5]=[CH:6][C:7]([C@H:8]([NH:10][C:11]([C:13]3([NH:16][C:17](=[O:22])[C:18]([F:19])([F:21])[F:20])[CH2:15][CH2:14]3)=[O:12])[CH3:9])=[C:2]([F:1])[CH:3]=2)[CH:28]=1. Procedure: To a solution of N-[(1R)-1-(3,3′-difluoro-2′-hydroxy-1,1′-biphenyl-4-yl)ethyl]-1-[(trifluoroacetyl)amino]cyclopropanecarboxamide (125 mg, 0.292 mmol) in acetic acid (1 ml) was added N-chlorosuccinimide (39 mg, 0.292 mmol) and the solution was heated to 90 C for 2 h. After this time, the mixture was concentrated in vacuo and purified by column chromatography eluting with a 0-10% EtOAc/CH2Cl2 gradient to give N-[(1R)-1-(5′-chloro-3,3′-difluoro-2′-hydroxy-1,1′-biphenyl-4-yl)ethyl]-1-[(trifluoroacet... Starting materials: BrC=1C=C(C=NC1[N+](=O)[O-])N1CCOCC1 (4-(5-Bromo-6-nitropyridin-3-yl)morpholine), [NH4+].[Cl-] (NH4Cl). Reagents/catalysts: [Zn] (Zn). Solvent: CO (MeOH). Run at temperature 0 celsius, time 2 hour. Product: BrC=1C(=NC=C(C1)N1CCOCC1)N (3-bromo-5-morpholinopyridin-2-amine). Isolated yield 52.6%. As a reaction SMILES: [Br:1][C:2]1[CH:3]=[C:4]([N:11]2[CH2:16][CH2:15][O:14][CH2:13][CH2:12]2)[CH:5]=[N:6][C:7]=1[N+:8]([O-])=O.[NH4+].[Cl-]>CO.[Zn]>[Br:1][C:2]1[C:7]([NH2:8])=[N:6][CH:5]=[C:4]([N:11]2[CH2:12][CH2:13][O:14][CH2:15][CH2:16]2)[CH:3]=1 |f:1.2|. Procedure: To a solution of 4-(5-Bromo-6-nitropyridin-3-yl)morpholine (2 g, 6.9 mmol) in MeOH (150 mL) in a round bottom flask was added Zn dust (4.54 g, 69.4 mmol). The reaction mixture was cooled to 0° C. Solid NH4Cl (3.71 g, 69.4 mmol) was added in portions, over 5 min. The heterogeneous reaction mixture was stirred at room temperature for 2 h, filtered through a plug of Celite washing the filter cake with methanol and ethanol. The filtrate was concentrated to a brownish solid which was purified by flas... Reactants: OCC1=CC=C(C=C1)CC(C)NC1=NC=CC(=N1)N1C=2N(C(CC1)=O)CC=C(N2)C2=CC=CC=C2 (1-{2-[2-(4-hydroxymethyl-phenyl)-1-methyl-ethylamino]-pyrimidin-4-yl}-8-phenyl-1,2,3,6-tetrahydro -pyrimido[1,2-a]pyrimidin-4-one), N12CCCCCC2=NCCC1 (1,8-diaza-bicyclo[5.4.0]undec-7-ene), C1(=CC=CC=C1)P(=O)(C1=CC=CC=C1)N=[N+]=[N-] (diphenylphosphoryl azide). Run in O1CCCC1 (tetrahydrofuran). Run at time 17 hour. The product is N(=[N+]=[N-])CC1=CC=C(C=C1)CC(C)NC1=NC=CC(=N1)N1C=2N(C(CC1)=O)CC=C(N2)C2=CC=CC=C2 (1-{2-[2-(4-Azidomethyl-phenyl)-1-methyl-ethylamino]-pyrimidin-4-yl}-8-phenyl-1,2,3,6-tetrahydro-pyrimido[1,2-a]pyrimidin-4-one). As a reaction SMILES: O[CH2:2][C:3]1[CH:8]=[CH:7][C:6]([CH2:9][CH:10]([NH:12][C:13]2[N:18]=[C:17]([N:19]3[CH2:24][CH2:23][C:22](=[O:25])[N:21]4[CH2:26][CH:27]=[C:28]([C:30]5[CH:35]=[CH:34][CH:33]=[CH:32][CH:31]=5)[N:29]=[C:20]34)[CH:16]=[CH:15][N:14]=2)[CH3:11])=[CH:5][CH:4]=1.N12CCCN=C1CCCCC2.C1(P([N:61]=[N+:62]=[N-:63])(C2C=CC=CC=2)=O)C=CC=CC=1>O1CCCC1>[N:61]([CH2:2][C:3]1[CH:8]=[CH:7][C:6]([CH2:9][CH:10]([NH:12][C:13]2[N:18]=[C:17]([N:19]3[CH2:24][CH2:23][C:22](=[O:25])[N:21]4[CH2:26][CH:27]=[C:28]([C:30]5[CH:35]=[CH:34][CH:33]=[CH:32][CH:31]=5)[N:29]=[C:20]34)[CH:16]=[CH:15][N:14]=2)[CH3:11])=[CH:5][CH:4]=1)=[N+:62]=[N-:63]. Reported procedure: The mixture of 1-{2-[2-(4-hydroxymethyl-phenyl)-1-methyl-ethylamino]-pyrimidin-4-yl}-8-phenyl-1,2,3,6-tetrahydro -pyrimido[1,2-a]pyrimidin-4-one (0.11 g, 0.24 mmol) and 1,8-diaza-bicyclo[5.4.0]undec-7-ene (47 μL, 0.312 mmol) in tetrahydrofuran (5 mL) was brought to 0° C. followed by the addition of diphenylphosphoryl azide (68 μL, 0.312 mmol). The mixture was removed from the ice-bath and stirred at room temperature for 17 h. The mixture was concentrated and chromatographed on silica gel using 0... Starting materials: CC(=O)O[BH-](OC(C)=O)OC(C)=O, COC(=O)c1ccc(CN2CC3CC2CN3)cc1, CC(Cl)Cl, [Na+], [Na+], [OH-], O=Cc1ccc(Oc2ccc(-c3ncco3)cc2)cc1. Yields the product COC(=O)c1ccc(CN2CC3CC2CN3Cc2ccc(Oc3ccc(-c4ncco4)cc3)cc2)cc1. RXN SMILES: [C:39]([O:40][BH-:41]([O:42][C:43](=[O:44])[CH3:45])[O:46][C:47](=[O:48])[CH3:49])(=[O:50])[CH3:51].[CH:21]12[N:22]([CH2:28][c:29]3[cH:30][cH:31][c:32]([C:33](=[O:34])[O:35][CH3:36])[cH:37][cH:38]3)[CH2:23][CH:24]([NH:25][CH2:26]1)[CH2:27]2.[Cl:55][CH:56]([Cl:57])[CH3:58].[Na+:52].[Na+:54].[OH-:53].[o:1]1[c:2](-[c:6]2[cH:7][cH:8][c:9]([O:10][c:11]3[cH:12][cH:13][c:14]([CH:15]=[O:16])[cH:17][cH:18]3)[cH:19][cH:20]2)[n:3][cH:4][cH:5]1>>[o:1]1[c:2](-[c:6]2[cH:7][cH:8][c:9]([O:10][c:11]3[cH:12][cH:13][c:14]([CH2:15][N:25]4[CH:24]5[CH2:23][N:22]([CH2:28][c:29]6[cH:30][cH:31][c:32]([C:33](=[O:34])[O:35][CH3:36])[cH:37][cH:38]6)[CH:21]([CH2:26]4)[CH2:27]5)[cH:17][cH:18]3)[cH:19][cH:20]2)[n:3][cH:4][cH:5]1. Reactants: NS(=O)(=O)C1=CC=C(C=C1)CCN(C(\C=C\C1=CC=CC=C1)=O)CC=1C=C(C=CC1)C1=CC(=CC=C1)C(=O)NCCN1CCCC1 (3′-{({2-[4-(Aminosulfonyl)phenyl]ethyl}[(E)-3-phenyl-2-propenoyl]amino)methyl}-N-[2-(1-pyrrolidinyl)ethyl][1,1′-biphenyl]-3-carboxamide), Cl (hydrogen chloride). The solvent is C(C)(=O)OCC (ethyl acetate). Yields the product Cl.NS(=O)(=O)C1=CC=C(C=C1)CCN(C(\C=C\C1=CC=CC=C1)=O)CC=1C=C(C=CC1)C1=CC(=CC=C1)C(=O)NCCN1CCCC1 (3′-{-({2-[4-(Aminosulfonyl)phenyl]ethyl}[(E)-3-phenyl-2-propenoyl]amino)methyl}-N-[2-(1-pyrrolidinyl)ethyl][1,1′-biphenyl]-3-carboxamide hydrochloride). RXN SMILES: [NH2:1][S:2]([C:5]1[CH:10]=[CH:9][C:8]([CH2:11][CH2:12][N:13]([CH2:24][C:25]2[CH:26]=[C:27]([C:31]3[CH:36]=[CH:35][CH:34]=[C:33]([C:37]([NH:39][CH2:40][CH2:41][N:42]4[CH2:46][CH2:45][CH2:44][CH2:43]4)=[O:38])[CH:32]=3)[CH:28]=[CH:29][CH:30]=2)[C:14](=[O:23])/[CH:15]=[CH:16]/[C:17]2[CH:22]=[CH:21][CH:20]=[CH:19][CH:18]=2)=[CH:7][CH:6]=1)(=[O:4])=[O:3].[ClH:47]>C(OCC)(=O)C>[ClH:47].[NH2:1][S:2]([C:5]1[CH:10]=[CH:9][C:8]([CH2:11][CH2:12][N:13]([CH2:24][C:25]2[CH:26]=[C:27]([C:31]3[CH:36]=[CH:35][CH:34]=[C:33]([C:37]([NH:39][CH2:40][CH2:41][N:42]4[CH2:46][CH2:45][CH2:44][CH2:43]4)=[O:38])[CH:32]=3)[CH:28]=[CH:29][CH:30]=2)[C:14](=[O:23])/[CH:15]=[CH:16]/[C:17]2[CH:18]=[CH:19][CH:20]=[CH:21][CH:22]=2)=[CH:7][CH:6]=1)(=[O:4])=[O:3] |f:3.4|. Reported procedure: 3′-{({2-[4-(Aminosulfonyl)phenyl]ethyl}[(E)-3-phenyl-2-propenoyl]amino)methyl}-N-[2-(1-pyrrolidinyl)ethyl][1,1′-biphenyl]-3-carboxamide (200 mg) was treated with 4 N hydrogen chloride in ethyl acetate to give the title compound (198 mg). Reactants: C(C)(C)(C)OC(=O)N1CCC(CC1)C(C)N1C(=C(C2=C1N=C(N=C2)Cl)C(=O)OCC)C (ethyl 7-(1-(1-(tert-butoxycarbonyl)piperidin-4-yl)ethyl)-2-chloro-6-methyl-7H-pyrrolo[2,3-d]pyrimidine-5-carboxylate), [H][H] (hydrogen). Reagents/catalysts: [Pd] (Pd/C). The solvent is CO (methanol). The product is C(C)(C)(C)OC(=O)N1CCC(CC1)C(C)N1C(=C(C2=C1N=CN=C2)C(=O)OCC)C (ethyl 7-(1-(1-(tert-butoxycarbonyl)piperidin-4-yl)ethyl)-6-methyl-7H-pyrrolo[2,3-d]pyrimidine-5-carboxylate). The yield is 75.0%. RXN SMILES: [C:1]([O:5][C:6]([N:8]1[CH2:13][CH2:12][CH:11]([CH:14]([N:16]2[C:20]3[N:21]=[C:22](Cl)[N:23]=[CH:24][C:19]=3[C:18]([C:26]([O:28][CH2:29][CH3:30])=[O:27])=[C:17]2[CH3:31])[CH3:15])[CH2:10][CH2:9]1)=[O:7])([CH3:4])([CH3:3])[CH3:2].[H][H]>CO.[Pd]>[C:1]([O:5][C:6]([N:8]1[CH2:9][CH2:10][CH:11]([CH:14]([N:16]2[C:20]3[N:21]=[CH:22][N:23]=[CH:24][C:19]=3[C:18]([C:26]([O:28][CH2:29][CH3:30])=[O:27])=[C:17]2[CH3:31])[CH3:15])[CH2:12][CH2:13]1)=[O:7])([CH3:3])([CH3:4])[CH3:2]. Reported procedure: A mixture of compound ethyl 7-(1-(1-(tert-butoxycarbonyl)piperidin-4-yl)ethyl)-2-chloro-6-methyl-7H-pyrrolo[2,3-d]pyrimidine-5-carboxylate (75 mg, 0.16 mmol) and Pd/C (10 mg) in methanol (10 mL) was stirred under 50 psi of hydrogen at room temperature overnight. The reaction mixture was filtered and the filtrate was concentrated to give product ethyl 7-(1-(1-(tert-butoxycarbonyl)piperidin-4-yl)ethyl)-6-methyl-7H-pyrrolo[2,3-d]pyrimidine-5-carboxylate (50 mg, yield: 72%). LRMS (M+H+) m/z: calcd 4... Starting materials: OCC1CCCN2CCCCC12, O=C(NC1CCNCC1)c1cc2c(OCC3CCC3)cccc2[nH]1. The product is O=C(NC1CCN(CC2CCCN3CCCCC23)CC1)c1cc2c(OCC3CCC3)cccc2[nH]1. Reaction SMILES: [CH:25]1([CH2:35][OH:36])[CH2:26][CH2:27][CH2:28][N:29]2[CH2:30][CH2:31][CH2:32][CH2:33][CH:34]12.[NH:1]1[CH2:2][CH2:3][CH:4]([NH:7][C:8](=[O:9])[c:10]2[nH:11][c:12]3[cH:13][cH:14][cH:15][c:16]([O:19][CH2:20][CH:21]4[CH2:22][CH2:23][CH2:24]4)[c:17]3[cH:18]2)[CH2:5][CH2:6]1>>[N:1]1([CH2:35][CH:25]2[CH2:26][CH2:27][CH2:28][N:29]3[CH2:30][CH2:31][CH2:32][CH2:33][CH:34]23)[CH2:2][CH2:3][CH:4]([NH:7][C:8](=[O:9])[c:10]2[nH:11][c:12]3[cH:13][cH:14][cH:15][c:16]([O:19][CH2:20][CH:21]4[CH2:22][CH2:23][CH2:24]4)[c:17]3[cH:18]2)[CH2:5][CH2:6]1. Reactants: FC1=C(C=CC=C1F)C(C#N)C (rac-2-(2,3-difluoro-phenyl)-propionitrile), C(CN)N (ethylene diamine). Product: FC1=C(C=CC=C1F)C(C)C=1NCCN1 (rac-2-[1-(2,3-Difluoro-phenyl)-ethyl]-4,5-dihydro-1H-imidazole). RXN SMILES: [F:1][C:2]1[C:7]([F:8])=[CH:6][CH:5]=[CH:4][C:3]=1[CH:9]([CH3:12])[C:10]#[N:11].[CH2:13](N)[CH2:14][NH2:15]>>[F:1][C:2]1[C:7]([F:8])=[CH:6][CH:5]=[CH:4][C:3]=1[CH:9]([C:10]1[NH:15][CH2:14][CH2:13][N:11]=1)[CH3:12]. Procedure details: rac-2-[1-(2,3-Difluoro-phenyl)-ethyl]-4,5-dihydro-1H-imidazole was prepared from rac-2-(2,3-difluoro-phenyl)-propionitrile and ethylene diamine in analogy to Example 19 b): off-white solid; MS (EI): 210.1 ((M+H)+.).